Dataset: the Open Reaction Database (ORD), a public repository of structured organic reaction records. Task: describe an organic reaction: reactants, conditions, products, and yield Starting materials: P(=O)(Cl)(Cl)Cl (phosphorous oxychloride), CN(C)C=O (DMF), CC(CN1N=CC=C1)(C)C (1-(2,2-dimethyl-propyl)-1H-pyrazole), CN(C)C=O (DMF). Reaction conditions: temperature 0 celsius, time 1 hour. Product: CC(CN1N=CC(=C1)C=O)(C)C (1-(2,2-Dimethyl-propyl)-1H-pyrazole-4-carbaldehyde). RXN SMILES: P(Cl)(Cl)(Cl)=O.[CH3:6][C:7]([CH3:15])([CH3:14])[CH2:8][N:9]1[CH:13]=[CH:12][CH:11]=[N:10]1.CN([CH:19]=[O:20])C>>[CH3:6][C:7]([CH3:15])([CH3:14])[CH2:8][N:9]1[CH:13]=[C:12]([CH:19]=[O:20])[CH:11]=[N:10]1. Procedure: A flask charged with anhydrous DMF (400 mL) was cooled to 0° C., to which phosphorous oxychloride (114 g, 0.74 mol) was added dropwise, and the temperature was kept below 10° C. The stirring was continued for 1 h and it was allowed to rise to room temperature. Then it was cooled to 0° C. again, and a solution of 1-(2,2-dimethyl-propyl)-1H-pyrazole (51.1 g, 0.37 mol, CAS registry 725746-83-8) in DMF (100 mL) was added dropwise. Then it was heated to 100° C. overnight. After cooling, the reaction ... Starting materials: COC(=O)CCc1cc(C(C)(C)C)c(O)c(C(C)(C)C)c1, CCCCCCCCCCCCCCCCCCO, CC(=O)[O-], [Li+]. Yields the product CCCCCCCCCCCCCCCCCCOC(=O)CCc1cc(C(C)(C)C)c(O)c(C(C)(C)C)c1. Reaction SMILES: [CH3:1][O:2][C:3]([CH2:4][CH2:5][c:6]1[cH:7][c:8]([C:17]([CH3:18])([CH3:19])[CH3:20])[c:9]([OH:16])[c:10]([C:12]([CH3:13])([CH3:14])[CH3:15])[cH:11]1)=[O:21].[CH3:22][CH2:23][CH2:24][CH2:25][CH2:26][CH2:27][CH2:28][CH2:29][CH2:30][CH2:31][CH2:32][CH2:33][CH2:34][CH2:35][CH2:36][CH2:37][CH2:38][CH2:39][OH:40].[CH3:42][C:43](=[O:44])[O-:45].[Li+:41]>>[CH2:1]([O:2][C:3]([CH2:4][CH2:5][c:6]1[cH:7][c:8]([C:17]([CH3:18])([CH3:19])[CH3:20])[c:9]([OH:16])[c:10]([C:12]([CH3:13])([CH3:14])[CH3:15])[cH:11]1)=[O:21])[CH2:38][CH2:37][CH2:36][CH2:35][CH2:34][CH2:33][CH2:32][CH2:31][CH2:30][CH2:29][CH2:28][CH2:27][CH2:26][CH2:25][CH2:24][CH2:23][CH3:22]. Starting materials: COc1cc(Br)ccc1O, CN(C)CCN, ClCCl, [Cu]I, O=c1cc(OCc2ccc(F)cc2)cc[nH]1, [K+], [K+], [K+], C1COCCO1, CN(C)C=O, O=P([O-])([O-])[O-]. The product is COc1cc(-n2ccc(OCc3ccc(F)cc3)cc2=O)ccc1O. RXN SMILES: [Br:17][c:18]1[cH:19][c:20]([O:25][CH3:26])[c:21]([OH:24])[cH:22][cH:23]1.[CH3:27][N:28]([CH3:29])[CH2:30][CH2:31][NH2:32].[Cl:41][CH2:42][Cl:43].[Cu:44][I:45].[F:1][c:2]1[cH:3][cH:4][c:5]([CH2:6][O:7][c:8]2[cH:9][c:10](=[O:14])[nH:11][cH:12][cH:13]2)[cH:15][cH:16]1.[K+:38].[K+:39].[K+:40].[O:46]1[CH2:47][CH2:48][O:49][CH2:50][CH2:51]1.[O:52]=[CH:53][N:54]([CH3:55])[CH3:56].[P:33]([O-:34])([O-:35])([O-:36])=[O:37]>>[F:1][c:2]1[cH:3][cH:4][c:5]([CH2:6][O:7][c:8]2[cH:9][c:10](=[O:14])[n:11](-[c:18]3[cH:19][c:20]([O:25][CH3:26])[c:21]([OH:24])[cH:22][cH:23]3)[cH:12][cH:13]2)[cH:15][cH:16]1. The reactants are N1(CCCC1)[C@H]1[C@@H](CCC2=CC=CC=C12)O (trans (±) 1-(1-pyrrolidinyl)-1,2,3,4-tetrahydro-2-naphthol), solution, [OH-].[Na+] (sodium hydroxide), CN (methylamine), CS(=O)(=O)Cl (methanesulfonyl chloride). The solvent is C(C)N(CC)CC (triethylamine), O1CCCC1 (tetrahydrofuran), O (water), C(C)O (ethanol), C(C)O (ethanol), O1CCCC1 (tetrahydrofuran). Reaction conditions: time 10 minute. Yields the product CN[C@H]1[C@@H](CCC2=CC=CC=C12)N1CCCC1 (Trans (±) N-methyl-2-(1-pyrrolidinyl)-1,2,3,4-tetrahydro-1-naphthalene amine). Reaction SMILES: [N:1]1([C@@H:6]2[C:15]3[C:10](=[CH:11][CH:12]=[CH:13][CH:14]=3)[CH2:9][CH2:8][C@H:7]2O)[CH2:5][CH2:4][CH2:3][CH2:2]1.CS(Cl)(=O)=O.[CH3:22][NH2:23].[OH-].[Na+]>C(O)C.O.O1CCCC1.C(N(CC)CC)C>[CH3:22][NH:23][C@@H:15]1[C:10]2[C:9](=[CH:14][CH:13]=[CH:12][CH:11]=2)[CH2:8][CH2:7][C@H:6]1[N:1]1[CH2:2][CH2:3][CH2:4][CH2:5]1 |f:3.4|. Procedure: A solution of 10.8 g of the product of Step A, 100 ml of tetrahydrofuran and 9.7 ml of triethylamine was cooled to -20° C. and then over 10 minutes, 5.5 ml of methanesulfonyl chloride were added. The precipitate was allowed to return to ambient temperature and then 38 ml of methylamine at 33% in ethanol were added. The mixture was stirred for 20 hours and the tetrahydrofuran and the ethanol were eliminated under reduced pressure at 50° C. 100 ml of water and 10 ml of a solution of sodium hydroxi... The reactants are BrC1=CN=C(S1)NC(N(C1CCC(CC1)C(F)(F)F)C1CCCCC1)=O (3-(5-Bromo-thiazol-2-yl)-1-cyclohexyl-1-(4-trifluoromethyl-cyclohexyl)-urea), COC(CCS)=O (3-mercaptopropionic acid methyl ester). The product is COC(CCSC1=CN=C(S1)NC(=O)N(C1CCC(CC1)C(F)(F)F)C1CCCCC1)=O (3-{2-[3-Cyclohexyl-3-(4-trifluoromethyl-cyclohexyl)-ureido]-thiazol-5-ylsulfanyl}-propionic acid methyl ester). Reaction SMILES: Br[C:2]1[S:6][C:5]([NH:7][C:8](=[O:26])[N:9]([CH:20]2[CH2:25][CH2:24][CH2:23][CH2:22][CH2:21]2)[CH:10]2[CH2:15][CH2:14][CH:13]([C:16]([F:19])([F:18])[F:17])[CH2:12][CH2:11]2)=[N:4][CH:3]=1.[CH3:27][O:28][C:29](=[O:33])[CH2:30][CH2:31][SH:32]>>[CH3:27][O:28][C:29](=[O:33])[CH2:30][CH2:31][S:32][C:2]1[S:6][C:5]([NH:7][C:8]([N:9]([CH:20]2[CH2:25][CH2:24][CH2:23][CH2:22][CH2:21]2)[CH:10]2[CH2:15][CH2:14][CH:13]([C:16]([F:19])([F:18])[F:17])[CH2:12][CH2:11]2)=[O:26])=[N:4][CH:3]=1. Reported procedure: Prepared as described in general procedure (D) using 3-(5-bromo-thiazol-2-yl)-1-cyclohexyl-1-(4-trifluoromethyl-cyclohexyl)-urea (Example 204) and 3-mercaptopropionic acid methyl ester. The reactants are CN(C(=O)Cl)c1ccccc1, CN1CCN(C(=O)c2ccc(O)cc2)CC1. The product is CN1CCN(C(=O)c2ccc(OC(=O)N(C)c3ccccc3)cc2)CC1. Reaction SMILES: [CH3:17][N:18]([C:19](=[O:20])[Cl:21])[c:22]1[cH:23][cH:24][cH:25][cH:26][cH:27]1.[OH:1][c:2]1[cH:3][cH:4][c:5]([C:6](=[O:7])[N:8]2[CH2:9][CH2:10][N:11]([CH3:14])[CH2:12][CH2:13]2)[cH:15][cH:16]1>>[O:1]([c:2]1[cH:3][cH:4][c:5]([C:6](=[O:7])[N:8]2[CH2:9][CH2:10][N:11]([CH3:14])[CH2:12][CH2:13]2)[cH:15][cH:16]1)[C:19]([N:18]([CH3:17])[c:22]1[cH:23][cH:24][cH:25][cH:26][cH:27]1)=[O:20]. Starting materials: CC(C)=CCBr, O=C([O-])[O-], Cc1ccc(C)c(S)c1, CC(C)=O, [K+], [K+]. The product is CC(C)=CCSc1cc(C)ccc1C. RXN SMILES: [Br:1][CH2:2][CH:3]=[C:4]([CH3:5])[CH3:6].[C:7](=[O:8])([O-:9])[O-:10].[CH3:13][c:14]1[c:15]([SH:21])[cH:16][c:17]([CH3:20])[cH:18][cH:19]1.[CH3:22][C:23](=[O:24])[CH3:25].[K+:11].[K+:12]>>[CH2:2]([CH:3]=[C:4]([CH3:5])[CH3:6])[S:21][c:15]1[c:14]([CH3:13])[cH:19][cH:18][c:17]([CH3:20])[cH:16]1.